From a dataset of the Open Reaction Database (ORD), a public repository of structured organic reaction records. describe an organic reaction: reactants, conditions, products, and yield The reactants are C(OC(Cl)(Cl)Cl)(OC(Cl)(Cl)Cl)=O (bis(trichloromethyl) carbonate), FCCN1CCC(CC1)N (1-(2-fluoroethyl)-piperidin-4-ylamine), COC=1C=CC=C2CCC(C12)NC1=NC2=CC=C(C=C2C=C1)N (rac-N2-(7-methoxy-indan-1-yl)-quinoline-2,6-diamine). Yields the product FCCN1CCC(CC1)NC(=O)NC=1C=C2C=CC(=NC2=CC1)NC1CCC2=CC=CC(=C12)OC (rac-1-[1-(2-Fluoro-ethyl)-piperidin-4-yl]-3-[2-(7-methoxy-indan-1-ylamino)-quinolin-6-yl]-urea). Reaction SMILES: [C:1](=O)(OC(Cl)(Cl)Cl)[O:2]C(Cl)(Cl)Cl.[F:13][CH2:14][CH2:15][N:16]1[CH2:21][CH2:20][CH:19]([NH2:22])[CH2:18][CH2:17]1.[CH3:23][O:24][C:25]1[CH:26]=[CH:27][CH:28]=[C:29]2[C:33]=1[CH:32]([NH:34][C:35]1[CH:44]=[CH:43][C:42]3[C:37](=[CH:38][CH:39]=[C:40]([NH2:45])[CH:41]=3)[N:36]=1)[CH2:31][CH2:30]2>>[F:13][CH2:14][CH2:15][N:16]1[CH2:21][CH2:20][CH:19]([NH:22][C:1]([NH:45][C:40]2[CH:41]=[C:42]3[C:37](=[CH:38][CH:39]=2)[N:36]=[C:35]([NH:34][CH:32]2[C:33]4[C:29](=[CH:28][CH:27]=[CH:26][C:25]=4[O:24][CH3:23])[CH2:30][CH2:31]2)[CH:44]=[CH:43]3)=[O:2])[CH2:18][CH2:17]1. Procedure details: The title compound was prepared in accordance with the general method 4 described in example 16 from bis(trichloromethyl) carbonate, 1-(2-fluoroethyl)-piperidin-4-ylamine and rac-N2-(7-methoxy-indan-1-yl)-quinoline-2,6-diamine (Example 172); MS: m/e=478.7 (M+H+). The reactants are ClC(Cl)(Br)C(Cl)(Cl)Br, C1CCCCC1, C1CCOC1, COc1cc(C(F)(F)F)ccc1C(=O)O, [Li]C(C)CC. The product is COc1cc(C(F)(F)F)cc(Br)c1C(=O)O. RXN SMILES: [Br:21][C:22]([Cl:23])([Cl:24])[C:25]([Cl:26])([Cl:27])[Br:28].[CH2:29]1[CH2:30][CH2:31][CH2:32][CH2:33][CH2:34]1.[CH2:35]1[O:36][CH2:37][CH2:38][CH2:39]1.[CH3:6][O:7][c:8]1[c:9]([C:10](=[O:11])[OH:12])[cH:13][cH:14][c:15]([C:17]([F:18])([F:19])[F:20])[cH:16]1.[CH:1]([Li:2])([CH2:3][CH3:4])[CH3:5]>>[CH3:6][O:7][c:8]1[c:9]([C:10](=[O:11])[OH:12])[c:13]([Br:21])[cH:14][c:15]([C:17]([F:18])([F:19])[F:20])[cH:16]1. Starting materials: [Al+3], N#CCN1CCN(c2ccccc2)CC1, [H-], [H-], [H-], [H-], [Li+], [Na+], C1CCOC1, [OH-], O. The product is NCCN1CCN(c2ccccc2)CC1. RXN SMILES: [Al+3:17].[C:1](#[N:2])[CH2:3][N:4]1[CH2:5][CH2:6][N:7]([c:10]2[cH:11][cH:12][cH:13][cH:14][cH:15]2)[CH2:8][CH2:9]1.[H-:16].[H-:19].[H-:20].[H-:21].[Li+:18].[Na+:24].[O:25]1[CH2:26][CH2:27][CH2:28][CH2:29]1.[OH-:23].[OH2:22]>>[CH2:1]([NH2:2])[CH2:3][N:4]1[CH2:5][CH2:6][N:7]([c:10]2[cH:11][cH:12][cH:13][cH:14][cH:15]2)[CH2:8][CH2:9]1. The reactants are O[C@H]1CN(CC1)C(=O)OC(C)(C)C ((R)-tert-butyl 3-hydroxypyrrolidine-1-carboxylate), OC1=CC=C(C(=O)OCC2=CC=CC=C2)C=C1 (benzyl 4-hydroxybenzoate), N(=N\C(=O)OC(C)C)/C(=O)OC(C)C ((E)-diisopropyl diazene-1,2-dicarboxylate). Run in O1CCCC1 (tetrahydrofuran), O1CCCC1 (tetrahydrofuran). Conditions: temperature 0 celsius, time 16 hour. Product: C(C1=CC=CC=C1)OC(=O)C1=CC=C(O[C@@H]2CN(CC2)C(=O)OC(C)(C)C)C=C1 ((5)-tert-butyl 3-(4-(benzyloxycarbonyl)phenoxy)pyrrolidine-1-carboxylate). As a reaction SMILES: [OH:1][C@@H:2]1[CH2:6][CH2:5][N:4]([C:7]([O:9][C:10]([CH3:13])([CH3:12])[CH3:11])=[O:8])[CH2:3]1.O[C:15]1[CH:30]=[CH:29][C:18]([C:19]([O:21][CH2:22][C:23]2[CH:28]=[CH:27][CH:26]=[CH:25][CH:24]=2)=[O:20])=[CH:17][CH:16]=1.N(/C(OC(C)C)=O)=N\C(OC(C)C)=O>O1CCCC1>[CH2:22]([O:21][C:19]([C:18]1[CH:29]=[CH:30][C:15]([O:1][C@H:2]2[CH2:6][CH2:5][N:4]([C:7]([O:9][C:10]([CH3:13])([CH3:12])[CH3:11])=[O:8])[CH2:3]2)=[CH:16][CH:17]=1)=[O:20])[C:23]1[CH:24]=[CH:25][CH:26]=[CH:27][CH:28]=1. Reported procedure: To a stirred solution of (R)-tert-butyl 3-hydroxypyrrolidine-1-carboxylate (1 g, 5.34 mmol) in tetrahydrofuran (38.1 ml) was added benzyl 4-hydroxybenzoate (1.341 g, 5.87 mmol) and triphenylphpsphine polymer bound (4.45 g, 8.01 mmol). The reaction mixture was cooled to 0° C. and a solution of (E)-diisopropyl diazene-1,2-dicarboxylate (1.367 ml, 6.94 mmol) in tetrahydrofuran (5 mL) was added dropwise over 15 minutes. The reaction was allowed to stir at room temperature for 16 hours and the mixtur... The reagents and catalysts are [Ni](Cl)Cl.C1(=CC=CC=C1)P(CCCP(C1=CC=CC=C1)C1=CC=CC=C1)C1=CC=CC=C1 (1,3-bis(diphenylphosphino)propane nickel (II) chloride). Starting materials: BrC=1C(CCC1)O (2-bromo-cyclopent-2-enol), BrC=1C(CCC1)O (2-bromo-cyclopent-2-enol), C(C(C)C)[Mg]Br (isobutyl magnesium bromide). The solvent is C1CCOC1 (THF). Reported procedure: The alcohol (Intermediate D3, 16 mmol) in THF (30 mL) at 0° C. was treated with isobutyl magnesium bromide (40 mmol). The catalyst, 1,3-bis(diphenylphosphino)propane nickel (II) chloride (0.75 mmol) (NiCl2dppp) was added in one portion and the mixture was heated to reflux for 3 h. (see: Organ et al. J. Org. Chem. 1997, 62, 1523, incorporated herein by reference). The reaction mixture was cooled to rt and quenched with sat. NH4Cl solution. The mixture was filtered and partitioned between brine an... As a reaction SMILES: Br[C:2]1[CH:3]([OH:7])[CH2:4][CH2:5][CH:6]=1.[CH2:8]([Mg]Br)[CH:9]([CH3:11])[CH3:10]>C1COCC1.[Ni](Cl)Cl.C1(P(C2C=CC=CC=2)CCCP(C2C=CC=CC=2)C2C=CC=CC=2)C=CC=CC=1>[CH2:8]([C:2]1[CH:3]([OH:7])[CH2:4][CH2:5][CH:6]=1)[CH:9]([CH3:11])[CH3:10] |f:3.4|. Yields the product C(C(C)C)C=1C(CCC1)O (2-isobutyl-cyclopent-2-enol). The reactants are CCOC(C)=O, C=Cc1cccc2c1CN(C(=O)OC1CC(C(=O)OC)N(C(=O)OC(C)(C)C)C1)C2, Cl. Yields the product C=Cc1cccc2c1CN(C(=O)OC1CNC(C(=O)OC)C1)C2, Cl. As a reaction SMILES: [CH3:32][CH2:33][O:34][C:35]([CH3:36])=[O:37].[CH:1](=[CH2:2])[c:3]1[c:4]2[c:8]([cH:9][cH:10][cH:11]1)[CH2:7][N:6]([C:12](=[O:13])[O:14][CH:15]1[CH2:16][CH:17]([C:27](=[O:28])[O:29][CH3:30])[N:18]([C:20]([O:21][C:22]([CH3:23])([CH3:24])[CH3:25])=[O:26])[CH2:19]1)[CH2:5]2.[ClH:31]>>[CH:1](=[CH2:2])[c:3]1[c:4]2[c:8]([cH:9][cH:10][cH:11]1)[CH2:7][N:6]([C:12](=[O:13])[O:14][CH:15]1[CH2:16][CH:17]([C:27](=[O:28])[O:29][CH3:30])[NH:18][CH2:19]1)[CH2:5]2.[ClH:31]. Starting materials: solution, ClC(C(=O)ON=C(C(=O)Cl)C1=CC=CC=C1)Cl (2-dichloroacetoxyimino-2-phenylacetyl chloride), C([O-])(O)=O.[Na+] (sodium bicarbonate), C1(=CC=C(C=C1)S(=O)(=O)O)C.C(C)(=O)OCC=1CS[C@H]2N(C1C(=O)O)C(C2N)=O (3-acetoxymethyl-7-aminoceph-3-em-4-carboxylic acid p-toluenesulphonic acid salt), C(C)(=O)OCC (ethyl acetate). Run in C(C)#N (acetonitrile), CCO (EtOH), C(C)#N.CC(=O)N(C)C (acetonitrile dimethylacetamide). The product is C(C)(=O)OCC=1CS[C@H]2N(C1C(=O)O)C([C@H]2NC(C(C2=CC=CC=C2)=NO)=O)=O (3-Acetoxymethyl-7β-(2-hydroxyimino-2-phenylacetamido)ceph-3-em-4-carboxylic acid). Reaction SMILES: C1(C)C=CC(S(O)(=O)=O)=CC=1.[C:12]([O:15][CH2:16][C:17]1[CH2:18][S:19][C@@H:20]2[CH:27]([NH2:28])[C:26](=[O:29])[N:21]2[C:22]=1[C:23]([OH:25])=[O:24])(=[O:14])[CH3:13].ClC(Cl)C([O:34][N:35]=[C:36]([C:40]1[CH:45]=[CH:44][CH:43]=[CH:42][CH:41]=1)[C:37](Cl)=[O:38])=O.C(=O)(O)[O-].[Na+].C(OCC)(=O)C>C(#N)C.CC(N(C)C)=O.C(#N)C.CCO>[C:12]([O:15][CH2:16][C:17]1[CH2:18][S:19][C@@H:20]2[C@H:27]([NH:28][C:37](=[O:38])[C:36](=[N:35][OH:34])[C:40]3[CH:45]=[CH:44][CH:43]=[CH:42][CH:41]=3)[C:26](=[O:29])[N:21]2[C:22]=1[C:23]([OH:25])=[O:24])(=[O:14])[CH3:13] |f:0.1,3.4,6.7|. Procedure details: To a suspension of 3-acetoxymethyl-7-aminoceph-3-em-4-carboxylic acid p-toluenesulphonic acid salt (4.8 g) in acetonitrile:dimethylacetamide (6:1, 25 ml.) was added dropwise with stirring at room temperature a 3 M solution of 2-dichloroacetoxyimino-2-phenylacetyl chloride (syn isomer) in acetonitrile (5 ml.). The reaction was stirred at room temperature until the solution was homogeneous, then poured into saturated aqueous sodium bicarbonate solution. The solution was washed with ethyl acetate, ...